Dataset: the Open Reaction Database (ORD), a public repository of structured organic reaction records. Task: describe an organic reaction: reactants, conditions, products, and yield Starting materials: C(C)(=O)NC1=C2CCC(CC2=CC=C1)=O (5-acetylamino-2-tetralone), Cl.C(C)N (ethylaminehydrochloride). The product is Cl.C(C)(=O)NC1=C2CCC(CC2=CC=C1)NCC (5-Acetylamino-2-ethylamino-tetraline-hydrochloride). As a reaction SMILES: [C:1]([NH:4][C:5]1[CH:14]=[CH:13][CH:12]=[C:11]2[C:6]=1[CH2:7][CH2:8][C:9](=O)[CH2:10]2)(=[O:3])[CH3:2].[ClH:16].[CH2:17]([NH2:19])[CH3:18]>>[ClH:16].[C:1]([NH:4][C:5]1[CH:14]=[CH:13][CH:12]=[C:11]2[C:6]=1[CH2:7][CH2:8][CH:9]([NH:19][CH2:17][CH3:18])[CH2:10]2)(=[O:3])[CH3:2] |f:1.2,3.4|. Procedure: Starting from 2.03 g (0.01 mol) of 5-acetylamino-2-tetralone and 2.45 g (0.03 mol) of ethylaminehydrochloride the title compound is obtained analogously to Example 4.1.11 in a yield of 1.2 g (44.6% of theory) and with a melting point of 351° C. which does not change after recrystallisation from methanol/ether. Reactants: NC1=C(C#N)C(=CC=C1)OC1CCOCC1 (2-amino-6-((tetrahydro-2H-pyran-4-yl)oxy)benzonitrile), O=C(CC(=O)OCC)C (ethyl 3-oxobutanoate). The product is NC1=C(C(=NC2=CC=CC(=C12)OC1CCOCC1)C)C(=O)OCC (ethyl 4-amino-2-methyl-5-((tetrahydro-2H-pyran-4-yl)oxy)quinoline-3-carboxylate). RXN SMILES: [NH2:1][C:2]1[CH:9]=[CH:8][CH:7]=[C:6]([O:10][CH:11]2[CH2:16][CH2:15][O:14][CH2:13][CH2:12]2)[C:3]=1[C:4]#[N:5].O=[C:18]([CH3:25])[CH2:19][C:20]([O:22][CH2:23][CH3:24])=[O:21]>>[NH2:5][C:4]1[C:3]2[C:2](=[CH:9][CH:8]=[CH:7][C:6]=2[O:10][CH:11]2[CH2:16][CH2:15][O:14][CH2:13][CH2:12]2)[N:1]=[C:18]([CH3:25])[C:19]=1[C:20]([O:22][CH2:23][CH3:24])=[O:21]. Procedure details: Prepared as in Example 2a from 2-amino-6-((tetrahydro-2H-pyran-4-yl)oxy)benzonitrile (Example 118b) and ethyl 3-oxobutanoate as a pale yellow solid (51%). MS 331 (MH+). Starting materials: O=C([O-])[O-], Cc1ccccc1, CC1(C)Oc2cc(Cl)cc(B(O)O)c2O1, [K+], [K+], Cc1c(Br)cnc(N)c1C#N, c1ccc(P(c2ccccc2)(c2ccccc2)[Pd](P(c2ccccc2)(c2ccccc2)c2ccccc2)(P(c2ccccc2)(c2ccccc2)c2ccccc2)P(c2ccccc2)(c2ccccc2)c2ccccc2)cc1. The product is Cc1c(-c2cc(Cl)cc3c2OC(C)(C)O3)cnc(N)c1C#N. RXN SMILES: [C:27](=[O:28])([O-:29])[O-:30].[CH3:33][c:34]1[cH:35][cH:36][cH:37][cH:38][cH:39]1.[Cl:12][c:13]1[cH:14][c:15]2[c:16]([c:22]([B:24]([OH:25])[OH:26])[cH:23]1)[O:17][C:18]([CH3:20])([CH3:21])[O:19]2.[K+:31].[K+:32].[NH2:1][c:2]1[n:3][cH:4][c:5]([Br:11])[c:6]([CH3:10])[c:7]1[C:8]#[N:9].[cH:40]1[cH:41][cH:42][c:43]([P:44]([Pd:45]([P:46]([c:47]2[cH:48][cH:49][cH:50][cH:51][cH:52]2)([c:53]2[cH:54][cH:55][cH:56][cH:57][cH:58]2)[c:59]2[cH:60][cH:61][cH:62][cH:63][cH:64]2)([P:65]([c:66]2[cH:67][cH:68][cH:69][cH:70][cH:71]2)([c:72]2[cH:73][cH:74][cH:75][cH:76][cH:77]2)[c:78]2[cH:79][cH:80][cH:81][cH:82][cH:83]2)[P:84]([c:85]2[cH:86][cH:87][cH:88][cH:89][cH:90]2)([c:91]2[cH:92][cH:93][cH:94][cH:95][cH:96]2)[c:97]2[cH:98][cH:99][cH:100][cH:101][cH:102]2)([c:103]2[cH:104][cH:105][cH:106][cH:107][cH:108]2)[c:109]2[cH:110][cH:111][cH:112][cH:113][cH:114]2)[cH:115][cH:116]1>>[NH2:1][c:2]1[n:3][cH:4][c:5](-[c:22]2[c:16]3[c:15]([cH:14][c:13]([Cl:12])[cH:23]2)[O:19][C:18]([CH3:20])([CH3:21])[O:17]3)[c:6]([CH3:10])[c:7]1[C:8]#[N:9]. Solvent: CN(C)C=O (DMF), CN(C)C=O (DMF). Product: N([C@@H](CC(OCC1=CC=CC=C1)=O)C(=O)N[C@@H](C(C)C)C(=O)OCC1=CC=CC=C1)C(=O)OC(C)(C)C (Boc-Asp(OBzl)-Val-OBzl). Isolated yield 103.3%. Reaction conditions: temperature -15 celsius. Reported procedure: A solution, cooled to -20° C., of 32.3 g of Boc-Asp-(OBzl)-OH in 150 ml of DMF is treated with 11 ml of N-methylmorpholine and 13.07 ml of isobutyl chloroformate. The suspension obtained is stirred at -15° C. and treated with a suspension, cooled to -20° C., of 37.95 g of H-Val-OBzl.tosylate and 11 ml of N-methylmorpholine in 150 ml of DMF. The reaction mixture is stirred at below -10° C. for 10 minutes and at room temperature for 2 hours, filtered and the filtrate is concentrated. The residue i... As a reaction SMILES: [CH3:1][C:2]([O:5][C:6]([NH:8][C@H:9]([C:21]([OH:23])=O)[CH2:10][C:11]([O:13][CH2:14][C:15]1[CH:20]=[CH:19][CH:18]=[CH:17][CH:16]=1)=[O:12])=[O:7])([CH3:4])[CH3:3].CN1CCOCC1.ClC(OCC(C)C)=O.[NH2:39][C@H:40]([C:44]([O:46][CH2:47][C:48]1[CH:53]=[CH:52][CH:51]=[CH:50][CH:49]=1)=[O:45])[CH:41]([CH3:43])[CH3:42].S(C1C=CC(C)=CC=1)([O-])(=O)=O>CN(C=O)C>[NH:8]([C:6]([O:5][C:2]([CH3:1])([CH3:3])[CH3:4])=[O:7])[C@H:9]([C:21]([NH:39][C@H:40]([C:44]([O:46][CH2:47][C:48]1[CH:53]=[CH:52][CH:51]=[CH:50][CH:49]=1)=[O:45])[CH:41]([CH3:43])[CH3:42])=[O:23])[CH2:10][C:11](=[O:12])[O:13][CH2:14][C:15]1[CH:16]=[CH:17][CH:18]=[CH:19][CH:20]=1. Starting materials: N[C@@H](C(C)C)C(=O)OCC1=CC=CC=C1 (H-Val-OBzl), CN1CCOCC1 (N-methylmorpholine), ClC(=O)OCC(C)C (isobutyl chloroformate), CC(C)(C)OC(=O)N[C@@H](CC(=O)OCC1=CC=CC=C1)C(=O)O (Boc-Asp-(OBzl)-OH), S(=O)(=O)([O-])C1=CC=C(C)C=C1 (tosylate), CN1CCOCC1 (N-methylmorpholine).